From a dataset of the Open Reaction Database (ORD), a public repository of structured organic reaction records. describe an organic reaction: reactants, conditions, products, and yield The reactants are C=CCCCCCCCCCCCCCCCC (1-octadecene), O (water), BrN1C(CCC1=O)=O (N-bromosuccinimide), O (water). Run in CS(=O)C (DMSO). Reaction conditions: time 100 minute. Product: BrCC(CCCCCCCCCCCCCCCC)O (1-bromo-2-hydroxyoctadecane), BrC(CO)CCCCCCCCCCCCCCCC (2-bromo-1-octadecanol), mixture. As a reaction SMILES: [CH2:1]=[CH:2][CH2:3][CH2:4][CH2:5][CH2:6][CH2:7][CH2:8][CH2:9][CH2:10][CH2:11][CH2:12][CH2:13][CH2:14][CH2:15][CH2:16][CH2:17][CH3:18].[OH2:19].[Br:20]N1C(=O)CCC1=O>CS(C)=O>[Br:20][CH2:1][CH:2]([OH:19])[CH2:3][CH2:4][CH2:5][CH2:6][CH2:7][CH2:8][CH2:9][CH2:10][CH2:11][CH2:12][CH2:13][CH2:14][CH2:15][CH2:16][CH2:17][CH3:18].[Br:20][CH:2]([CH2:3][CH2:4][CH2:5][CH2:6][CH2:7][CH2:8][CH2:9][CH2:10][CH2:11][CH2:12][CH2:13][CH2:14][CH2:15][CH2:16][CH2:17][CH3:18])[CH2:1][OH:19]. Procedure: While stirring vigorously 15.12 g (60 mmoles) of 1-octadecene in 300 ml of DMSO containing 2.7 g of water, 21.36 g (120 mmoles) of N-bromosuccinimide was added over a period of 40 minutes. The mixture was stirred at room temperature for 100 minutes, poured into a cold water and extracted with ether. The extract was washed with water, dried and concentrated. The residue was purified by recrystallization and silica gel chromatography to give 10.7 g of 1-bromo-2-hydroxyoctadecane (m.p. 53.5°-54.5° ... Procedure: (1,3-Dithiol-2-ylidene)malonic acid dimethyl ester (232 mg) prepared according to the procedure described in JP-76-48666, was suspended in methanol (0.1 ml) and iN KOH/methanol (3.0 ml) was added. The reaction mixture was refluxed for 1 h and then concentrated under reduced pressure. The residue was dissolved in water and the pH of the solution was adjusted to 2 with 1N HCl. The resulting precipitate was collected by filtration, washed with water, and dried in vacuo to give the title compound (1... The product is COC(C(C(=O)O)=C1SC=CS1)=O ((1,3-dithiol-2-ylidene)malonic acid monomethyl ester). RXN SMILES: [CH3:1][O:2][C:3](=[O:14])[C:4](=[C:9]1[S:13][CH:12]=[CH:11][S:10]1)[C:5]([O:7]C)=[O:6]>CO.[OH-].[K+].CO>[CH3:1][O:2][C:3](=[O:14])[C:4](=[C:9]1[S:13][CH:12]=[CH:11][S:10]1)[C:5]([OH:7])=[O:6] |f:2.3.4|. Isolated yield 89.9%. The solvent is CO (methanol), [OH-].[K+].CO (KOH methanol). Reactants: COC(C(C(=O)OC)=C1SC=CS1)=O ((1,3-Dithiol-2-ylidene)malonic acid dimethyl ester). Reactants: COCC1=NC(=NC(=C1CO)C)C1=CC=C(C=C1)C(F)(F)F ([4-methoxymethyl-6-methyl-2-(4-trifluoromethyl-phenyl)-pyrimidin-5-yl]-methanol), S(=O)(Cl)Cl (thionylchloride). The product is ClCC=1C(=NC(=NC1C)C1=CC=C(C=C1)C(F)(F)F)COC (5-Chloromethyl-4-methoxymethyl-6-methyl-2-(4-trifluoromethyl-phenyl)-pyrimidine). Reaction SMILES: [CH3:1][O:2][CH2:3][C:4]1[C:9]([CH2:10]O)=[C:8]([CH3:12])[N:7]=[C:6]([C:13]2[CH:18]=[CH:17][C:16]([C:19]([F:22])([F:21])[F:20])=[CH:15][CH:14]=2)[N:5]=1.S(Cl)([Cl:25])=O>>[Cl:25][CH2:10][C:9]1[C:4]([CH2:3][O:2][CH3:1])=[N:5][C:6]([C:13]2[CH:18]=[CH:17][C:16]([C:19]([F:22])([F:21])[F:20])=[CH:15][CH:14]=2)=[N:7][C:8]=1[CH3:12]. Reported procedure: In analogy to the procedure described in example 113H], [4-methoxymethyl-6-methyl-2-(4-trifluoromethyl-phenyl)-pyrimidin-5-yl]-methanol and thionylchloride gave the title compound as a light red oil. Reactants: CCCCCCCCC(NC(C)C(=O)N1C(=O)N(C)CC1C(=O)OC(C)(C)C)C(=O)OCc1ccccc1, Cl, C1COCCO1. Product: CCCCCCCCC(NC(C)C(=O)N1C(=O)N(C)CC1C(=O)O)C(=O)OCc1ccccc1. RXN SMILES: [CH3:1][N:2]1[C:3](=[O:38])[N:4]([C:14]([CH:15]([CH3:16])[NH:17][CH:18]([CH2:19][CH2:20][CH2:21][CH2:22][CH2:23][CH2:24][CH2:25][CH3:26])[C:27](=[O:28])[O:29][CH2:30][c:31]2[cH:32][cH:33][cH:34][cH:35][cH:36]2)=[O:37])[CH:5]([C:7](=[O:8])[O:9][C:10]([CH3:11])([CH3:12])[CH3:13])[CH2:6]1.[ClH:45].[O:39]1[CH2:40][CH2:41][O:42][CH2:43][CH2:44]1>>[CH3:1][N:2]1[C:3](=[O:38])[N:4]([C:14]([CH:15]([CH3:16])[NH:17][CH:18]([CH2:19][CH2:20][CH2:21][CH2:22][CH2:23][CH2:24][CH2:25][CH3:26])[C:27](=[O:28])[O:29][CH2:30][c:31]2[cH:32][cH:33][cH:34][cH:35][cH:36]2)=[O:37])[CH:5]([C:7](=[O:8])[OH:9])[CH2:6]1.